This data is from the Open Reaction Database (ORD), a public repository of structured organic reaction records. The task is: describe an organic reaction: reactants, conditions, products, and yield Starting materials: COC(C1=CC(=CC(=C1)O)OC(N(C)C)=S)=O (3-dimethylthiocarbamyloxy-5-hydroxybenzoic acid methyl ester), C(=O)([O-])[O-].[K+].[K+] (K2CO3), IC (iodomethane). Solvent: CN(C)C=O (DMF). Run at time 3.5 hour. Yields the product COC(C1=CC(=CC(=C1)OC)OC(N(C)C)=S)=O (3-dimethylthiocarbamyloxy-5-methoxybenzoic acid methyl ester). The yield is 52.0%. Reaction SMILES: [CH3:1][O:2][C:3](=[O:17])[C:4]1[CH:9]=[C:8]([OH:10])[CH:7]=[C:6]([O:11][C:12](=[S:16])[N:13]([CH3:15])[CH3:14])[CH:5]=1.[C:18]([O-])([O-])=O.[K+].[K+].IC>CN(C=O)C>[CH3:1][O:2][C:3](=[O:17])[C:4]1[CH:9]=[C:8]([O:10][CH3:18])[CH:7]=[C:6]([O:11][C:12](=[S:16])[N:13]([CH3:14])[CH3:15])[CH:5]=1 |f:1.2.3|. Procedure details: To a stirred solution of 3-dimethylthiocarbamyloxy-5-hydroxybenzoic acid methyl ester (2.37 g, impure) in DMF (30 mL) at room temperature was added K2CO3 (3.85 g, 27.9 mmol), followed by iodomethane (1.16 mL, 18.6 mmol). After stirring for 3.5 h at room temperature the reaction mixture was partitioned between ethyl ether (200 mL) and H2O (200 mL). The organic layer was washed with brine (100 mL), dried over MgSO4 and concentrated in vacuo. The residue was purified by flash column chromatography ... The reactants are OCCCCCCCCCl, Cc1ccc(S(=O)(=O)Cl)cc1, c1ccncc1. The product is Cc1ccc(S(=O)(=O)OCCCCCCCCCl)cc1. Reaction SMILES: [Cl:12][CH2:13][CH2:14][CH2:15][CH2:16][CH2:17][CH2:18][CH2:19][CH2:20][OH:21].[c:1]1([CH3:11])[cH:2][cH:3][c:4]([S:7](=[O:8])(=[O:9])[Cl:10])[cH:5][cH:6]1.[cH:22]1[cH:23][cH:24][n:25][cH:26][cH:27]1>>[c:1]1([CH3:11])[cH:2][cH:3][c:4]([S:7](=[O:8])(=[O:9])[O:21][CH2:20][CH2:19][CH2:18][CH2:17][CH2:16][CH2:15][CH2:14][CH2:13][Cl:12])[cH:5][cH:6]1. The reactants are O=C([O-])O, CCOC(OCC)c1ccc(C(O)C#Cc2ccccc2)cc1, [Na+], C1CCOC1, O, Cc1ccc(S(=O)(=O)O)cc1, c1cc[nH+]cc1. Yields the product O=Cc1ccc(C(O)C#Cc2ccccc2)cc1. RXN SMILES: [C:46](=[O:47])([OH:48])[O-:49].[CH2:1]([O:3][CH:4]([O:2][CH2:21][CH3:22])[c:5]1[cH:6][cH:7][c:8]([CH:11]([C:12]#[C:13][c:14]2[cH:15][cH:16][cH:17][cH:18][cH:19]2)[OH:20])[cH:9][cH:10]1)[CH3:23].[Na+:50].[O:24]1[CH2:25][CH2:26][CH2:27][CH2:28]1.[OH2:51].[c:35]1([CH3:36])[cH:37][cH:38][c:39]([S:40]([OH:41])(=[O:42])=[O:43])[cH:44][cH:45]1.[nH+:29]1[cH:30][cH:31][cH:32][cH:33][cH:34]1>>[O:3]=[CH:4][c:5]1[cH:6][cH:7][c:8]([CH:11]([C:12]#[C:13][c:14]2[cH:15][cH:16][cH:17][cH:18][cH:19]2)[OH:20])[cH:9][cH:10]1. Reactants: CCO, CC(C)(C)Oc1ccc(OC(F)F)cc1, O, O=S(=O)(O)O. The product is Oc1ccc(OC(F)F)cc1. As a reaction SMILES: [CH3:16][CH2:17][OH:18].[F:1][CH:2]([O:3][c:4]1[cH:5][cH:6][c:7]([O:10][C:11]([CH3:12])([CH3:13])[CH3:14])[cH:8][cH:9]1)[F:15].[OH2:24].[S:19](=[O:20])(=[O:21])([OH:22])[OH:23]>>[F:1][CH:2]([O:3][c:4]1[cH:5][cH:6][c:7]([OH:10])[cH:8][cH:9]1)[F:15]. The reactants are Cc1ccccc1, COC(C)N(CCCl)C(C)OC, CCOC(=O)C1=C(C)NC(C)=C(C(=O)OCC)C1c1ccccc1C(F)(F)F, [H-], [Na+], CN(C)C=O. The product is CCOC(=O)C1=C(C)N(CCN(C(C)OC)C(C)OC)C(C)=C(C(=O)OCC)C1c1ccccc1C(F)(F)F. RXN SMILES: [CH3:31][c:32]1[cH:33][cH:34][cH:35][cH:36][cH:37]1.[Cl:38][CH2:39][CH2:40][N:41]([CH:42]([CH3:43])[O:44][CH3:45])[CH:46]([CH3:47])[O:48][CH3:49].[F:3][C:4]([c:5]1[c:6]([CH:11]2[C:12]([C:24](=[O:25])[O:26][CH2:27][CH3:28])=[C:13]([CH3:23])[NH:14][C:15]([CH3:22])=[C:16]2[C:17](=[O:18])[O:19][CH2:20][CH3:21])[cH:7][cH:8][cH:9][cH:10]1)([F:29])[F:30].[H-:1].[Na+:2].[O:50]=[CH:51][N:52]([CH3:53])[CH3:54]>>[F:3][C:4]([c:5]1[c:6]([CH:11]2[C:12]([C:24](=[O:25])[O:26][CH2:27][CH3:28])=[C:13]([CH3:23])[N:14]([CH2:39][CH2:40][N:41]([CH:42]([CH3:43])[O:44][CH3:45])[CH:46]([CH3:47])[O:48][CH3:49])[C:15]([CH3:22])=[C:16]2[C:17](=[O:18])[O:19][CH2:20][CH3:21])[cH:7][cH:8][cH:9][cH:10]1)([F:29])[F:30]. Product: BrC1=C(C(=O)O)C(=C(C=C1)OC(F)(F)F)F (2-Bromo-6-fluoro-5-trifluoromethoxybenzoic acid). Procedure: 2-Bromo-6-fluoro-5-trifluoromethylbenzoic acid 50 mmol of 4-bromo-2-fluoro-1-trifluoromethoxybenzene [105529-58-6] are added at −75° C. to a solution of 52.5 mmol of diisopropylamine and 52.5 mmol of n-butyllithium (1.6 M solution in n-hexane) in 100 ml of dry tetrahydrofuran. The reaction mixture is left at this temperature for 2 h and then added to dry ice. Hydrolysis is effected using water, acidification with hydrochloric acid and extraction with tert-butyl methylether. The combined organic ... The solvent is O1CCCC1 (tetrahydrofuran), O (water). Starting materials: BrC1=C(C(=O)O)C(=C(C=C1)C(F)(F)F)F (2-Bromo-6-fluoro-5-trifluoromethylbenzoic acid), BrC1=CC(=C(C=C1)OC(F)(F)F)F (4-bromo-2-fluoro-1-trifluoromethoxybenzene), C(C)(C)NC(C)C (diisopropylamine), C(CCC)[Li] (n-butyllithium), C(=O)=O (dry ice). Conditions: time 2 hour. RXN SMILES: [Br:1][C:2]1[CH:10]=[CH:9][C:8](C(F)(F)F)=[C:7]([F:15])[C:3]=1[C:4]([OH:6])=[O:5].BrC1C=CC([O:23][C:24]([F:27])([F:26])[F:25])=C(F)C=1.C(NC(C)C)(C)C.C([Li])CCC.C(=O)=O>O1CCCC1.O>[Br:1][C:2]1[CH:10]=[CH:9][C:8]([O:23][C:24]([F:27])([F:26])[F:25])=[C:7]([F:15])[C:3]=1[C:4]([OH:6])=[O:5]. Reactants: CN(CCO)C (2-dimethylaminoethanol), [H-].[Na+] (NaH), ClC1=NC=CC=C1C#N (2-chloro-3-cyanopyridine). The solvent is CN(C)C=O (DMF), CN(C)C=O (DMF). Reaction conditions: temperature 25 celsius, time 0.5 hour. Product: Cl.CN(CCOC1=NC=CC=C1C#N)C (2-(2-Dimethylaminoethoxy)-3-cyanopyridine hydrochloride). As a reaction SMILES: [CH3:1][N:2]([CH3:6])[CH2:3][CH2:4][OH:5].[H-].[Na+].[Cl:9][C:10]1[C:15]([C:16]#[N:17])=[CH:14][CH:13]=[CH:12][N:11]=1>CN(C=O)C>[ClH:9].[CH3:1][N:2]([CH3:6])[CH2:3][CH2:4][O:5][C:10]1[C:15]([C:16]#[N:17])=[CH:14][CH:13]=[CH:12][N:11]=1 |f:1.2,5.6|. Procedure: To 2-dimethylaminoethanol (1.3 g, o.,015 m) in DMF (25 mL) was added 57% NaH in mineral oil (0.63 g, 0.015 m). After stirring 0.5 hours at 25° C., a solution of 2-chloro-3-cyanopyridine (2 g, 0.015 m) in DMF (10 mL) was added. The reaction mixture was stirred 20 hours, concentrated to 10 mL and added to H2O (25 mL). The solution was extracted with CHCl3 ; the organic layer was dried, filtered and concentrated. The resulting oil was dissolved in Et2O and treated with HCl in MeOH to yield after re... Reactants: O=C1Nc2ccc(O)cc2C1=Cc1ccnc2ccccc12, O=P(O)(O)O. Product: O=C1Nc2ccc(OP(=O)(O)O)cc2C1=Cc1ccnc2ccccc12. Reaction SMILES: [OH:1][c:2]1[cH:3][c:4]2[c:8]([cH:9][cH:10]1)[NH:7][C:6](=[O:11])[C:5]2=[CH:12][c:13]1[cH:14][cH:15][n:16][c:17]2[cH:18][cH:19][cH:20][cH:21][c:22]12.[P:23]([OH:24])([OH:25])([OH:26])=[O:27]>>[O:1]([c:2]1[cH:3][c:4]2[c:8]([cH:9][cH:10]1)[NH:7][C:6](=[O:11])[C:5]2=[CH:12][c:13]1[cH:14][cH:15][n:16][c:17]2[cH:18][cH:19][cH:20][cH:21][c:22]12)[P:23](=[O:24])([OH:25])[OH:26]. Reactants: C(C)(C)(C)OC(=O)C1NC(C(C1C1=C(C(=CC=C1)Cl)F)(C#N)C1=CC=C(C=C1)Cl)CC1CCCC1 (rac-(2R,3S,4R,5S)-3-(3-chloro-2-fluoro-phenyl)-4-(4-chloro-phenyl)-4-cyano-5-cyclopentylmethyl-pyrrolidine-2-carboxylic acid tert-butyl ester), FC(C(=O)O)(F)F (trifluoroacetic acid). The solvent is ClCCl (dichloromethane). Yields the product FC(C(=O)O)(F)F.ClC=1C(=C(C=CC1)C1C(NC(C1(C#N)C1=CC=C(C=C1)Cl)CC1CCCC1)C(=O)O)F (rac-(2R,3S,4R,5S)-3-(3-chloro-2-fluoro-phenyl)-4-(4-chloro-phenyl)-4-cyano-5-cyclopentylmethyl-pyrrolidine-2-carboxylic acid trifluoroacetic acid), solid. Yield: 100.0%. Reaction SMILES: C([O:5][C:6]([CH:8]1[CH:12]([C:13]2[CH:18]=[CH:17][CH:16]=[C:15]([Cl:19])[C:14]=2[F:20])[C:11]([C:23]2[CH:28]=[CH:27][C:26]([Cl:29])=[CH:25][CH:24]=2)([C:21]#[N:22])[CH:10]([CH2:30][CH:31]2[CH2:35][CH2:34][CH2:33][CH2:32]2)[NH:9]1)=[O:7])(C)(C)C.[F:36][C:37]([F:42])([F:41])[C:38]([OH:40])=[O:39]>ClCCl>[F:36][C:37]([F:42])([F:41])[C:38]([OH:40])=[O:39].[Cl:19][C:15]1[C:14]([F:20])=[C:13]([CH:12]2[C:11]([C:23]3[CH:28]=[CH:27][C:26]([Cl:29])=[CH:25][CH:24]=3)([C:21]#[N:22])[CH:10]([CH2:30][CH:31]3[CH2:35][CH2:34][CH2:33][CH2:32]3)[NH:9][CH:8]2[C:6]([OH:7])=[O:5])[CH:18]=[CH:17][CH:16]=1 |f:3.4|. Procedure details: In a manner similar to the method described in Example 25a, rac-(2R,3S,4R,5S)-3-(3-chloro-2-fluoro-phenyl)-4-(4-chloro-phenyl)-4-cyano-5-cyclopentylmethyl-pyrrolidine-2-carboxylic acid tert-butyl ester prepared in Example 34b (0.4 g, 0.77 mmol) was reacted with trifluoroacetic acid in dichloromethane at room temperature to give rac-(2R,3S,4R,5S)-3-(3-chloro-2-fluoro-phenyl)-4-(4-chloro-phenyl)-4-cyano-5-cyclopentylmethyl-pyrrolidine-2-carboxylic acid trifluoroacetic acid as a off white solid (0.... The reactants are CCCCc1ncc(C=O)n1Cc1ccccc1Cl, COC(=O)C(N)Cc1cccs1, Cc1ccccc1, O. The product is CCCCc1ncc(C=NC(Cc2cccs2)C(=O)OC)n1Cc1ccccc1Cl. RXN SMILES: [CH2:1]([CH2:2][CH2:3][CH3:4])[c:5]1[n:6]([CH2:12][c:13]2[c:14]([Cl:19])[cH:15][cH:16][cH:17][cH:18]2)[c:7]([CH:10]=[O:11])[cH:8][n:9]1.[CH3:20][O:21][C:22]([CH:23]([NH2:24])[CH2:25][c:26]1[s:27][cH:28][cH:29][cH:30]1)=[O:31].[CH3:32][c:33]1[cH:34][cH:35][cH:36][cH:37][cH:38]1.[OH2:39]>>[CH2:1]([CH2:2][CH2:3][CH3:4])[c:5]1[n:6]([CH2:12][c:13]2[c:14]([Cl:19])[cH:15][cH:16][cH:17][cH:18]2)[c:7]([CH:10]=[N:24][CH:23]([C:22]([O:21][CH3:20])=[O:31])[CH2:25][c:26]2[s:27][cH:28][cH:29][cH:30]2)[cH:8][n:9]1.